Dataset: the Open Reaction Database (ORD), a public repository of structured organic reaction records. Task: describe an organic reaction: reactants, conditions, products, and yield Starting materials: ClC=1C=C(C=CC1)N1N=C(CC1=O)NC(=O)OCC (1-m-chlorophenyl-3-carbethoxyamino-2-pyrazolin-5-one), [H][H] (hydrogen), C(C)(=O)[O-].[NH4+] (ammonium acetate), C=O (paraformaldehyde). The reagents and catalysts are [Ni] (Raney nickel). Run in CO (methanol). Product: ClC=1C=C(C=CC1)N1N=C(C(C1=O)C)NC(=O)OCC (1-m-chlorophenyl-3-carbethoxyamino-4-methyl-2-pyrazolin-5-one). RXN SMILES: [Cl:1][C:2]1[CH:3]=[C:4]([N:8]2[C:12](=[O:13])[CH2:11][C:10]([NH:14][C:15]([O:17][CH2:18][CH3:19])=[O:16])=[N:9]2)[CH:5]=[CH:6][CH:7]=1.[C:20]([O-])(=O)C.[NH4+].C=O.[H][H]>[Ni].CO>[Cl:1][C:2]1[CH:3]=[C:4]([N:8]2[C:12](=[O:13])[CH:11]([CH3:20])[C:10]([NH:14][C:15]([O:17][CH2:18][CH3:19])=[O:16])=[N:9]2)[CH:5]=[CH:6][CH:7]=1 |f:1.2|. Reported procedure: 112.6 g (0.4 mole) of 1-m-chlorophenyl-3-carbethoxyamino-2-pyrazolin-5-one were methylated under hydrogen atmosphere by using 20 g of Raney nickel, 46.2 g (0.6 mole) of ammonium acetate, 27 g (0.9 mole) of paraformaldehyde, and 0.9 mole of hydrogen in a total volume of 600 ml of methanol. Hydrogenation occurred at a pressure interval of 700 to 300 psi at a temperature of 80°-100° C. Yield: 74 g (62%). Melting point: 162° C.